From a dataset of the Open Reaction Database (ORD), a public repository of structured organic reaction records. describe an organic reaction: reactants, conditions, products, and yield The reactants are Cl.Cl.NCCOC=1C=CC=C2C(=CC(=NC12)C)NCC1=CC(=C(C=C1)Cl)Cl ([8-(2-aminoethoxy)-2-methylquinolin-4-yl]-(3,4-dichlorobenzyl)-amine dihydrochloride), FC(S(=O)(=O)Cl)(F)F (trifluoromethanesulfonyl chloride). Yields the product ClC=1C=C(CNC2=CC(=NC3=C(C=CC=C23)OCCNS(=O)(=O)C(F)(F)F)C)C=CC1Cl (N-{2-[4-(3,4-Dichlorobenzylamino)-2-methylquinolin-8-yloxy]-ethyl}-C,C,C-trifluoromethanesulfonamide). As a reaction SMILES: Cl.Cl.[NH2:3][CH2:4][CH2:5][O:6][C:7]1[CH:8]=[CH:9][CH:10]=[C:11]2[C:16]=1[N:15]=[C:14]([CH3:17])[CH:13]=[C:12]2[NH:18][CH2:19][C:20]1[CH:25]=[CH:24][C:23]([Cl:26])=[C:22]([Cl:27])[CH:21]=1.[F:28][C:29]([F:35])([F:34])[S:30](Cl)(=[O:32])=[O:31]>>[Cl:27][C:22]1[CH:21]=[C:20]([CH:25]=[CH:24][C:23]=1[Cl:26])[CH2:19][NH:18][C:12]1[C:11]2[C:16](=[C:7]([O:6][CH2:5][CH2:4][NH:3][S:30]([C:29]([F:35])([F:34])[F:28])(=[O:32])=[O:31])[CH:8]=[CH:9][CH:10]=2)[N:15]=[C:14]([CH3:17])[CH:13]=1 |f:0.1.2|. Procedure: Preparation was made using a similar procedure as described in example 21. Starting materials were [8-(2-aminoethoxy)-2-methylquinolin-4-yl]-(3,4-dichlorobenzyl)-amine dihydrochloride and trifluoromethanesulfonyl chloride. Reactants: [Na].S(=O)(=O)=CC1=NC=C(N=C1)C (2-sulfonylmethyl-5-methylpyrazine sodium salt), CI (methyl iodide). Product: CN1CC(=NC=C1C)C=S(=O)=O (1-Methyl-3-sulfonylmethyl-6-methylpyrazine). Reaction SMILES: [Na].[S:2](=[CH:5][C:6]1[CH:11]=[N:10][C:9]([CH3:12])=[CH:8][N:7]=1)(=[O:4])=[O:3].[CH3:13]I>>[CH3:13][N:10]1[C:9]([CH3:12])=[CH:8][N:7]=[C:6]([CH:5]=[S:2](=[O:3])=[O:4])[CH2:11]1 |f:0.1,^1:0|. Procedure details: 2.0 g of 2-sulfonylmethyl-5-methylpyrazine sodium salt (3100) was added to a solution of 15 ml methyl iodide/25 ml methanol and refluxed for 5 days. The mixture was then cooled and filtered. The solid was purified by gel permeation chromatography (Biogel P-2/water) and freeze-dried to give 1.6 g of product (3200). It was recrystallized from propanol/water, m.p.>350° (dec.) UV H2O max: 213 (3.91), 293 (3.87). Starting materials: N1CCCCC1 (piperidine), triacetoxy sodium borohydride, C1(=CC=CC=C1)CCCCOC=1C=C2C=CC(=CC2=CC1)C=O (6-(4-phenylbutoxy)-2-formylnaphthalene), [OH-].[Na+] (sodium hydroxide). Solvent: ClC(C)Cl (dichloroethane). Reaction conditions: time 18 hour. The product is C1(=CC=CC=C1)CCCCOC=1C=C2C=CC(=CC2=CC1)CN1CCCCC1 (1-{[6-(4-phenylbutoxy)-2-naphthyl]methyl}piperidine). Reaction SMILES: [NH:1]1[CH2:6][CH2:5][CH2:4][CH2:3][CH2:2]1.[OH-].[Na+].[C:9]1([CH2:15][CH2:16][CH2:17][CH2:18][O:19][C:20]2[CH:21]=[C:22]3[C:27](=[CH:28][CH:29]=2)[CH:26]=[C:25]([CH:30]=O)[CH:24]=[CH:23]3)[CH:14]=[CH:13][CH:12]=[CH:11][CH:10]=1>ClC(Cl)C>[C:9]1([CH2:15][CH2:16][CH2:17][CH2:18][O:19][C:20]2[CH:21]=[C:22]3[C:27](=[CH:28][CH:29]=2)[CH:26]=[C:25]([CH2:30][N:1]2[CH2:6][CH2:5][CH2:4][CH2:3][CH2:2]2)[CH:24]=[CH:23]3)[CH:10]=[CH:11][CH:12]=[CH:13][CH:14]=1 |f:1.2|. Reported procedure: To a solution in 6-(4-phenylbutoxy)-2-formylnaphthalene (50 mg) in dichloroethane (0.5 mL), piperidine (20 μL) and triacetoxy sodium borohydride (72 mg) were added, followed by stirring at room temperature for 18 hours. The reaction mixture was added with a 1N aqueous sodium hydroxide solution, and then the mixture was extracted with chloroform. After concentrating the organic layer, the obtained residue was purified by silica gel column chromatography (dichloroform:methanol:acetic acid=120:10:1...